From a dataset of the Open Reaction Database (ORD), a public repository of structured organic reaction records. describe an organic reaction: reactants, conditions, products, and yield The reactants are [H][H] (hydrogen), O=P12OP3(=O)OP(=O)(O1)OP(=O)(O2)O3 (phosphorus pentoxide), Schiff base, C1CCCC2=CC=CC=C12 (tetralin), [H][H] (hydrogen), [BH4-].[Na+] (sodium borohydride), P(Cl)(Cl)(Cl)(Cl)Cl (phosphorus pentachloride), 1,2,3,4-tetrahydroisoquinolines, substituted β-phenethylamide, C1=NCCC2=CC=CC=C12 (3,4-dihydroisoquinoline), amide, substituted benzaldehyde, 2-aminoacetaldehyde dialkyl acetal, N-benzylamino acetaldehyde dialkyl acetal, [H][H] (hydrogen), P(=O)(Cl)(Cl)Cl (phosphorus oxychloride). Reagents/catalysts: [Pd] (palladium-on-charcoal), [Pt] (platinum), [Pd] (palladium-on-charcoal), [Cl-].[Zn+2].[Cl-] (zinc chloride). Run in C=1(C(=CC=CC1)C)C (xylene), C1(=CC=CC=C1)C (toluene), Cl (hydrochloric acid). Yields the product C1NCCC2=CC=CC=C12 (1,2,3,4-tetrahydroisoquinoline). RXN SMILES: [CH:1]1[C:10]2[C:5](=[CH:6][CH:7]=[CH:8][CH:9]=2)[CH2:4][CH2:3][N:2]=1.O=P12OP3(OP(OP(O3)(O1)=O)(=O)O2)=O.P(Cl)(Cl)(Cl)=O.P(Cl)(Cl)(Cl)(Cl)Cl.C1C2C(=CC=CC=2)CCC1.[BH4-].[Na+].[H][H]>[Pd].[Pt].Cl.[Cl-].[Zn+2].[Cl-].C1(C)C(C)=CC=CC=1.C1(C)C=CC=CC=1>[CH2:1]1[C:10]2[C:5](=[CH:6][CH:7]=[CH:8][CH:9]=2)[CH2:4][CH2:3][NH:2]1 |f:5.6,11.12.13|. Reported procedure: The 1,2,3,4-tetrahydroisoquinolines, of the general formula: ##STR10## may be prepared by the cyclodehydration of the appropriately substituted β-phenethylamide to the corresponding 3,4-dihydroisoquinoline by heating the aforesaid amide in the presence of such dehydrating agents as phosphorus pentoxide, anhydrous zinc chloride, phosphorus oxychloride or phosphorus pentachloride, usually in an inert organic solvent like toluene, xylene or tetralin, followed by reduction in the usual manner, e.g.,...